This data is from the Open Reaction Database (ORD), a public repository of structured organic reaction records. The task is: describe an organic reaction: reactants, conditions, products, and yield Starting materials: BrCCOC1=C(C=C(C=C1C)C1=NC2=C(C=CC=C2C(N1)=O)OC)C (2-[4-(2-bromo-ethoxy)-3,5-dimethyl-phenyl]-8-methoxy-3H-quinazolin-4-one), N1CCCC1 (pyrrolidine), O (Water). Run in CN(C)C=O (DMF). Reaction conditions: time 16 hour. Product: CC=1C=C(C=C(C1OCCN1CCCC1)C)C1=NC2=C(C=CC=C2C(N1)=O)OC (2-(3,5-Dimethyl-4-(2-(pyrrolidin-1-yl)ethoxy)phenyl)-8-methoxyquinazolin-4(3H)-one). Reaction SMILES: Br[CH2:2][CH2:3][O:4][C:5]1[C:10]([CH3:11])=[CH:9][C:8]([C:12]2[NH:21][C:20](=[O:22])[C:19]3[C:14](=[C:15]([O:23][CH3:24])[CH:16]=[CH:17][CH:18]=3)[N:13]=2)=[CH:7][C:6]=1[CH3:25].[NH:26]1[CH2:30][CH2:29][CH2:28][CH2:27]1.O>CN(C=O)C>[CH3:25][C:6]1[CH:7]=[C:8]([C:12]2[NH:21][C:20](=[O:22])[C:19]3[C:14](=[C:15]([O:23][CH3:24])[CH:16]=[CH:17][CH:18]=3)[N:13]=2)[CH:9]=[C:10]([CH3:11])[C:5]=1[O:4][CH2:3][CH2:2][N:26]1[CH2:30][CH2:29][CH2:28][CH2:27]1. Reported procedure: To a solution of 2-[4-(2-bromo-ethoxy)-3,5-dimethyl-phenyl]-8-methoxy-3H-quinazolin-4-one (537 mg, 1.33 mmol) in DMF (10 mL) was added a pyrrolidine (758 mg, 10.66 mmol). The reaction mixture was stirred at room temperature for 16 hours. Water (100 mL) was added and the solid separated was filtered and dried under vacuum. The solid was triturated with ether and dried to give the title compound as a white solid. Yield: 232 mg (44%). MP 231-232° C. 1H NMR (400 MHz, CDCl3): δ 10.30 (s, 1H), 7.90 (d... Starting materials: Br.BrCC(=O)NC1=CC(=C(C=C1)OCCN(CC)CC)Cl (2-bromo-N-[3-chloro-4-(2-diethylamino-ethoxy)-phenyl]-acetamide-hydrobromide), ClC1=C(C=CC(=C1)C(F)(F)F)N (2-chloro-4-trifluoromethyl-phenylamine). Run in CN(C)C=O (DMF), O (water). Conditions: time 24 hour. Yields the product ClC=1C=C(C=CC1OCCN(CC)CC)NC(CNC1=C(C=C(C=C1)C(F)(F)F)Cl)=O (N-[3-chloro-4-(2-diethylamino-ethoxy)-phenyl]-2-(2-chloro-4-trifluoromethyl -phenylamino)-acetamide). Reaction SMILES: Br.Br[CH2:3][C:4]([NH:6][C:7]1[CH:12]=[CH:11][C:10]([O:13][CH2:14][CH2:15][N:16]([CH2:19][CH3:20])[CH2:17][CH3:18])=[C:9]([Cl:21])[CH:8]=1)=[O:5].[Cl:22][C:23]1[CH:28]=[C:27]([C:29]([F:32])([F:31])[F:30])[CH:26]=[CH:25][C:24]=1[NH2:33]>CN(C=O)C.O>[Cl:21][C:9]1[CH:8]=[C:7]([NH:6][C:4](=[O:5])[CH2:3][NH:33][C:24]2[CH:25]=[CH:26][C:27]([C:29]([F:30])([F:31])[F:32])=[CH:28][C:23]=2[Cl:22])[CH:12]=[CH:11][C:10]=1[O:13][CH2:14][CH2:15][N:16]([CH2:19][CH3:20])[CH2:17][CH3:18] |f:0.1|. Reported procedure: A solution of 0.228 g (0.511 mmol) of 2-bromo-N-[3-chloro-4-(2-diethylamino-ethoxy)-phenyl]-acetamide-hydrobromide (intermediate product Z1c) and 0.200 g (1.023 mmol) of 2-chloro-4-trifluoromethyl-phenylamine in 5 mL DMF was stirred for 16 hours at 90° C. and then for 24 hours at 120° C. The reaction mixture was cooled to RT, diluted with water and exhaustively extracted with EtOAc. The combined org. extracts were dried over magnesium sulphate and evaporated down i. vac. The residue was dissolve... Solvent: C(C)#N (acetonitrile). Reported procedure: A solution of 57.96 g (0.30 mol) of 2-(N,N-dimethylamino)ethyl benzoate (prepared as described in Example 2), 37.98 g (0.30 mol) of benzyl chloride and 500 ml of acetonitrile was heated at reflux for 2 hours. The reaction mixture was concentrated to a white solid which was then washed with ether and recrystallized from acetonitrile. The yield of product was 69.0 g; mp=164°-6° C. RXN SMILES: [C:1]([O:9][CH2:10][CH2:11][N:12]([CH3:14])[CH3:13])(=[O:8])[C:2]1[CH:7]=[CH:6][CH:5]=[CH:4][CH:3]=1.[CH2:15]([Cl:22])[C:16]1[CH:21]=[CH:20][CH:19]=[CH:18][CH:17]=1>C(#N)C>[Cl-:22].[C:1]([O:9][CH2:10][CH2:11][N+:12]([CH2:15][C:16]1[CH:21]=[CH:20][CH:19]=[CH:18][CH:17]=1)([CH3:14])[CH3:13])(=[O:8])[C:2]1[CH:7]=[CH:6][CH:5]=[CH:4][CH:3]=1 |f:3.4|. The reactants are C(C1=CC=CC=C1)(=O)OCCN(C)C (2-(N,N-Dimethylamino)ethyl benzoate), C(C1=CC=CC=C1)Cl (benzyl chloride). Product: [Cl-].C(C1=CC=CC=C1)(=O)OCC[N+](C)(C)CC1=CC=CC=C1 (N-(Benzoyloxyethyl)-N,N-dimethylbenzylammonium chloride).